From a dataset of the Open Reaction Database (ORD), a public repository of structured organic reaction records. describe an organic reaction: reactants, conditions, products, and yield Reactants: COc1ccc2[nH]cc(CCNC(=O)OC(C)(C)C)c2c1, CCCC[N+](CCCC)(CCCC)CCCC, CCOCC, ClCCl, [Na+], [OH-], O=S(=O)([O-])O, O=S(=O)(Cl)c1ccccc1. The product is COc1ccc2c(c1)c(CCNC(=O)OC(C)(C)C)cn2S(=O)(=O)c1ccccc1. Reaction SMILES: [C:1]([CH3:2])([CH3:3])([CH3:4])[O:5][C:6](=[O:7])[NH:8][CH2:9][CH2:10][c:11]1[cH:12][nH:13][c:14]2[cH:15][cH:16][c:17]([O:20][CH3:21])[cH:18][c:19]12.[CH2:42]([N+:43]([CH2:44][CH2:45][CH2:46][CH3:47])([CH2:48][CH2:49][CH2:50][CH3:51])[CH2:52][CH2:53][CH2:54][CH3:55])[CH2:56][CH2:57][CH3:58].[CH3:59][CH2:60][O:61][CH2:62][CH3:63].[Cl:32][CH2:33][Cl:34].[Na+:36].[OH-:35].[S:37]([O-:38])([OH:39])(=[O:40])=[O:41].[c:22]1([S:28](=[O:29])(=[O:30])[Cl:31])[cH:23][cH:24][cH:25][cH:26][cH:27]1>>[C:1]([CH3:2])([CH3:3])([CH3:4])[O:5][C:6](=[O:7])[NH:8][CH2:9][CH2:10][c:11]1[cH:12][n:13]([S:28]([c:22]2[cH:23][cH:24][cH:25][cH:26][cH:27]2)(=[O:29])=[O:30])[c:14]2[cH:15][cH:16][c:17]([O:20][CH3:21])[cH:18][c:19]12. Starting materials: CC(C)(C)OC(=O)N1CCC2C(C1)c1cc(Br)cc3c1N2CC3, COc1ccc(B(O)O)c(F)c1. Product: COc1ccc(-c2cc3c4c(c2)C2CN(C(=O)OC(C)(C)C)CCC2N4CC3)c(F)c1. As a reaction SMILES: [Br:1][c:2]1[cH:3][c:4]2[c:8]3[c:9]([cH:10]1)[CH2:11][CH2:12][N:7]3[CH:6]1[CH:5]2[CH2:16][N:15]([C:17](=[O:18])[O:19][C:20]([CH3:21])([CH3:22])[CH3:23])[CH2:14][CH2:13]1.[F:24][c:25]1[c:26]([B:33]([OH:34])[OH:35])[cH:27][cH:28][c:29]([O:31][CH3:32])[cH:30]1>>[c:2]1(-[c:26]2[c:25]([F:24])[cH:30][c:29]([O:31][CH3:32])[cH:28][cH:27]2)[cH:3][c:4]2[c:8]3[c:9]([cH:10]1)[CH2:11][CH2:12][N:7]3[CH:6]1[CH:5]2[CH2:16][N:15]([C:17](=[O:18])[O:19][C:20]([CH3:21])([CH3:22])[CH3:23])[CH2:14][CH2:13]1. Reactants: CCc1cc(C(=O)O)cc(C)c1OCc1ccccc1, C1CCOC1, CCOCC, ClC(Cl)Cl, NN, O, O=S(Cl)Cl. Yields the product CCc1cc(C(=O)NN)cc(C)c1OCc1ccccc1. RXN SMILES: [CH2:1]([c:2]1[cH:3][cH:4][cH:5][cH:6][cH:7]1)[O:8][c:9]1[c:10]([CH2:19][CH3:20])[cH:11][c:12]([C:13](=[O:14])[OH:15])[cH:16][c:17]1[CH3:18].[CH2:32]1[O:33][CH2:34][CH2:35][CH2:36]1.[CH3:37][CH2:38][O:39][CH2:40][CH3:41].[CH:28]([Cl:29])([Cl:30])[Cl:31].[NH2:26][NH2:27].[OH2:25].[S:21]([Cl:22])([Cl:23])=[O:24]>>[CH2:1]([c:2]1[cH:3][cH:4][cH:5][cH:6][cH:7]1)[O:8][c:9]1[c:10]([CH2:19][CH3:20])[cH:11][c:12]([C:13](=[O:14])[NH:26][NH2:27])[cH:16][c:17]1[CH3:18]. Reaction SMILES: [CH3:1][C:2]1[N:6](C(C2C=CC=CC=2)(C2C=CC=CC=2)C2C=CC=CC=2)[CH:5]=[N:4][C:3]=1/[CH:26]=[CH:27]/[C:28]([C:30]1[C:39]2[C:34](=[CH:35][CH:36]=[CH:37][CH:38]=2)[CH:33]=[CH:32][C:31]=1[CH3:40])=[O:29].[C:41]([OH:44])(=[O:43])[CH3:42].C1C[O:48]CC1>O>[C:28]([OH:48])(=[O:29])/[CH:30]=[CH:42]\[C:41]([OH:44])=[O:43].[CH3:1][C:2]1[NH:6][CH:5]=[N:4][C:3]=1[CH2:26][CH2:27][C:28]([C:30]1[C:39]2[C:34](=[CH:35][CH:36]=[CH:37][CH:38]=2)[CH:33]=[CH:32][C:31]=1[CH3:40])=[O:29] |f:4.5|. Procedure: A mixture of (E)-3-[5-methyl-1-(triphenylmethyl)-1H-imidazol-4-yl]-1-(2-methyl-1-naphthalenyl)-2-propen-1-one (1.25 g), acetic acid (10 ml), THF (10 ml) and water (10 ml) was heated on a steam bath for 1 h. The mixture was then hydrogenated according to the General Procedure and the resulting filtrate was evaporated in vacuo and partitioned between dichloromethane (3×75 ml) and 0.2N sodium hydroxide (100 ml). The combined organic layers were dried and evaporated in vacuo to leave a foam (1.3 g) ... Run in O (water). Starting materials: CC1=C(N=CN1C(C1=CC=CC=C1)(C1=CC=CC=C1)C1=CC=CC=C1)/C=C/C(=O)C1=C(C=CC2=CC=CC=C12)C ((E)-3-[5-methyl-1-(triphenylmethyl)-1H-imidazol-4-yl]-1-(2-methyl-1-naphthalenyl)-2-propen-1-one), C(C)(=O)O (acetic acid), C1CCOC1 (THF). Product: C(\C=C/C(=O)O)(=O)O.CC1=C(N=CN1)CCC(=O)C1=C(C=CC2=CC=CC=C12)C (3-(5-Methyl-1H-imidazol-4-yl)-1-(2-methyl-1-naphthalenyl)-1-propanone maleate).